From a dataset of the Open Reaction Database (ORD), a public repository of structured organic reaction records. describe an organic reaction: reactants, conditions, products, and yield Starting materials: C(#N)C1CN(C1)C([C@@H](C)NC(=O)C1=CN(C2=NC=C(N=C21)Br)COCC[Si](C)(C)C)=O (2-bromo-5-(2-trimethylsilanyl-ethoxymethyl)-5H-pyrrolo[2,3-b]pyrazine-7-carboxylic acid [(R)-2-(3-cyano-azetidin-1-yl)-1-methyl-2-oxo-ethyl]-amide), FC=1C=CC=2N(C1)C(=NC2[Sn](CCCC)(CCCC)CCCC)CO ((6-Fluoro-1-tributylstannanyl-imidazo[1,5-a]pyridin-3-yl)-methanol). The reagents and catalysts are C=1C=CC(=CC1)[P](C=2C=CC=CC2)(C=3C=CC=CC3)[Pd]([P](C=4C=CC=CC4)(C=5C=CC=CC5)C=6C=CC=CC6)([P](C=7C=CC=CC7)(C=8C=CC=CC8)C=9C=CC=CC9)[P](C=1C=CC=CC1)(C=1C=CC=CC1)C=1C=CC=CC1 (tetrakis(triphenylphosphine)palladium), [Cu]I (copper (I) iodide). The solvent is CN(C)C=O (DMF). Reaction conditions: temperature 90 celsius, time 3 hour. Yields the product C(#N)C1CN(C1)C([C@@H](C)NC(=O)C1=CN(C2=NC=C(N=C21)C=2N=C(N1C2C=CC(=C1)F)CO)COCC[Si](C)(C)C)=O (2-(6-fluoro-3-hydroxymethyl-imidazo[1,5-a]pyridin-1-yl)-5-(2-trimethylsilanylethoxymethyl)-5H-pyrrolo[2,3-b]pyrazine-7-carboxylic acid [(R)-2-(3-cyano-azetidin-1-yl)-1-methyl-2-oxo-ethyl]-amide). Isolated yield 71.0%. RXN SMILES: [C:1]([CH:3]1[CH2:6][N:5]([C:7](=[O:31])[C@H:8]([NH:10][C:11]([C:13]2[C:21]3[C:16](=[N:17][CH:18]=[C:19](Br)[N:20]=3)[N:15]([CH2:23][O:24][CH2:25][CH2:26][Si:27]([CH3:30])([CH3:29])[CH3:28])[CH:14]=2)=[O:12])[CH3:9])[CH2:4]1)#[N:2].[F:32][C:33]1[CH:34]=[CH:35][C:36]2[N:37]([C:39]([CH2:55][OH:56])=[N:40][C:41]=2[Sn](CCCC)(CCCC)CCCC)[CH:38]=1>CN(C=O)C.C1C=CC([P]([Pd]([P](C2C=CC=CC=2)(C2C=CC=CC=2)C2C=CC=CC=2)([P](C2C=CC=CC=2)(C2C=CC=CC=2)C2C=CC=CC=2)[P](C2C=CC=CC=2)(C2C=CC=CC=2)C2C=CC=CC=2)(C2C=CC=CC=2)C2C=CC=CC=2)=CC=1.[Cu]I>[C:1]([CH:3]1[CH2:6][N:5]([C:7](=[O:31])[C@H:8]([NH:10][C:11]([C:13]2[C:21]3[C:16](=[N:17][CH:18]=[C:19]([C:41]4[N:40]=[C:39]([CH2:55][OH:56])[N:37]5[CH:38]=[C:33]([F:32])[CH:34]=[CH:35][C:36]=45)[N:20]=3)[N:15]([CH2:23][O:24][CH2:25][CH2:26][Si:27]([CH3:30])([CH3:29])[CH3:28])[CH:14]=2)=[O:12])[CH3:9])[CH2:4]1)#[N:2] |^1:65,67,86,105|. Procedure: In a round-bottomed flask, 2-bromo-5-(2-trimethylsilanyl-ethoxymethyl)-5H-pyrrolo[2,3-b]pyrazine-7-carboxylic acid [(R)-2-(3-cyano-azetidin-1-yl)-1-methyl-2-oxo-ethyl]-amide (100 mg, 0.20 mmol) and (6-Fluoro-1-tributylstannanyl-imidazo[1,5-a]pyridin-3-yl)-methanol (crude from Step 5) were dissolved in DMF (2 ml The flask was evacuated and backfilled with argon then tetrakis(triphenylphosphine)palladium (0) (12 mg, 0.010 mmol) and copper (I) iodide (8 mg, 0.042 mmol) were added. The reaction mixt...